Task: describe an organic reaction: reactants, conditions, products, and yield. Dataset: the Open Reaction Database (ORD), a public repository of structured organic reaction records The reactants are resultant mixture, C(C=C)C1=C(C=CC=C1)O (o-allylphenol), [OH-].[Na+] (sodium hydroxide), CS(=O)C (dimethylsulfoxide), ClCCC[Si](OC)(OC)OC (3-chloropropyl trimethoxysilane). Run in C1(=CC=CC=C1)C (toluene). Reaction conditions: temperature 115 celsius. Product: C(C=C)C1=C(OCCC[Si](OC)(OC)OC)C=CC=C1 (3[o-(2-propenyl)phenoxy]propyl trimethoxysilane). The yield is 90.0%. Reaction SMILES: [CH2:1]([C:4]1[CH:9]=[CH:8][CH:7]=[CH:6][C:5]=1[OH:10])[CH:2]=[CH2:3].[OH-].[Na+].CS(C)=O.Cl[CH2:18][CH2:19][CH2:20][Si:21]([O:26][CH3:27])([O:24][CH3:25])[O:22][CH3:23]>C1(C)C=CC=CC=1>[CH2:1]([C:4]1[CH:9]=[CH:8][CH:7]=[CH:6][C:5]=1[O:10][CH2:18][CH2:19][CH2:20][Si:21]([O:26][CH3:27])([O:24][CH3:25])[O:22][CH3:23])[CH:2]=[CH2:3] |f:1.2|. Reported procedure: Using the general procedure described in Example 1 a reactor was charged with 73.7 g (0.55 mole) of o-allylphenol, 43.28 g of a 50% by weight aqueous solution of sodium hydroxide (0.54 mole NaOH), 112 cc dimethylsulfoxide and 120 cc toluene. The resultant mixture was heated to the boiling point for six hours under a nitrogen atmosphere to remove all of the water present by azeotropic distillation. The reaction mixture was then allowdd to cool to about 75° C., at which time 109 g (0.56 mole) of 3... Reactants: C(C)(CC)N=NC(C)(CC(C)C)N=C=O (2-sec.-Butylazo-2-isocyanato-4-methylpentane), C1(CCCCC1)N (cyclohexylamine). Solvent: CCCCC (pentane). Run at time 0.5 hour. The product is C(C)(CC)N=NC(CC(C)C)(C)NC(=O)NC1CCCCC1 (N-[1-(sec.-Butylazo)-1,3-dimethylbutyl]-N'-cyclohexylurea). Reaction SMILES: [CH:1]([N:5]=[N:6][C:7]([N:13]=[C:14]=[O:15])([CH2:9][CH:10]([CH3:12])[CH3:11])[CH3:8])([CH2:3][CH3:4])[CH3:2].[CH:16]1([NH2:22])[CH2:21][CH2:20][CH2:19][CH2:18][CH2:17]1>CCCCC>[CH:1]([N:5]=[N:6][C:7]([NH:13][C:14]([NH:22][CH:16]1[CH2:21][CH2:20][CH2:19][CH2:18][CH2:17]1)=[O:15])([CH3:8])[CH2:9][CH:10]([CH3:11])[CH3:12])([CH2:3][CH3:4])[CH3:2]. Procedure: To 5.3 grams (.025 moles) of stirred 2-sec.-butylazo-2-isocyanato- 4-methylpentane (from Example XVII) in a 50 ml erlenmeyer flask was added 2.6 grams (.026 moles) of cyclohexylamine. A solid quickly formed so 25 ml of pentane was added and the slurry stirred for approximately 1/2 hour, the solid filtered, reslurried in 25 ml of fresh pentane and refiltered. The solid was air dried and weighed. The white powder weighed 4.4 grams (57% crude yield) and had a melting range of 118 to 123° C. The inf... Reaction SMILES: [CH3:15][C:16](=[O:17])[OH:18].[CH3:19][CH2:20][OH:21].[Cl:1][c:2]1[cH:3][cH:4][c:5]2[cH:6][cH:7][n:8][cH:9][c:10]2[c:11]1[N+:12]([O-:13])=[O:14].[NH4+:22].[OH-:23].[OH2:25].[Zn:24]>>[Cl:1][c:2]1[cH:3][cH:4][c:5]2[cH:6][cH:7][n:8][cH:9][c:10]2[c:11]1[NH2:12]. Yields the product Nc1c(Cl)ccc2ccncc12. Starting materials: CC(=O)O, CCO, O=[N+]([O-])c1c(Cl)ccc2ccncc12, [NH4+], [OH-], O, [Zn]. Product: O=CC(Cc1ccc(Cl)cc1Cl)c1ccc(Cl)cc1. Reactants: OCC(Cc1ccc(Cl)cc1Cl)c1ccc(Cl)cc1, ClCCl, O=[Cr](=O)([O-])Cl, c1cc[nH+]cc1. Reaction SMILES: [Cl:1][c:2]1[c:3]([CH2:9][CH:10]([CH2:11][OH:12])[c:13]2[cH:14][cH:15][c:16]([Cl:19])[cH:17][cH:18]2)[cH:4][cH:5][c:6]([Cl:8])[cH:7]1.[Cl:31][CH2:32][Cl:33].[O:20]=[Cr:21]([Cl:22])([O-:23])=[O:24].[nH+:25]1[cH:26][cH:27][cH:28][cH:29][cH:30]1>>[Cl:1][c:2]1[c:3]([CH2:9][CH:10]([CH:11]=[O:12])[c:13]2[cH:14][cH:15][c:16]([Cl:19])[cH:17][cH:18]2)[cH:4][cH:5][c:6]([Cl:8])[cH:7]1. Reactants: ClC1=CC=C(C=C1)C1=NC(C=2N(C3=C1C(=C(S3)C)C)C(=NN2)C)(C)C (4-(4-chlorophenyl)-2,3,6,6,9-pentamethyl-6H-thieno[3,2-f][1,2,4]triazolo[4,3-a][1,4]diazepine), NC1=C(C=CC=C1)C(=O)C1=CC=C(C=C1)Cl ((2-aminophenyl)(4-chlorophenyl)methanone), NC=1SC(=C(C1C(=O)C1=CC=C(C=C1)Cl)C)C ((2-amino-4,5-dimethylthiophen-3-yl)(4-chlorophenyl)methanone). Yields the product ClC1=CC=C(C=C1)C=1C2=C(NC(C3(CC3)N1)=O)C=CC=C2 (5-(4-Chlorophenyl)spiro[benzo[e][1,4]diazepine-3,1′-cyclopropan]-2(1H)-one). As a reaction SMILES: [Cl:1][C:2]1[CH:7]=[CH:6][C:5]([C:8]2[C:14]3[C:15]([CH3:19])=C(C)S[C:13]=3[N:12]3C(C)=NN=[C:11]3[C:10]([CH3:25])([CH3:24])[N:9]=2)=[CH:4][CH:3]=1.N[C:27]1C=CC=C[C:28]=1C(C1C=CC(Cl)=CC=1)=O.NC1SC(C)=C(C)C=1C(C1C=CC(Cl)=CC=1)=[O:49]>>[Cl:1][C:2]1[CH:3]=[CH:4][C:5]([C:8]2[C:14]3[CH:15]=[CH:19][CH:28]=[CH:27][C:13]=3[NH:12][C:11](=[O:49])[C:10]3([N:9]=2)[CH2:24][CH2:25]3)=[CH:6][CH:7]=1. Procedure: A procedure analogous to that set forth in the synthesis of Compound 214 was followed, with the exception that (2-aminophenyl)(4-chlorophenyl)methanone was used as starting material instead of (2-amino-4,5-dimethylthiophen-3-yl)(4-chlorophenyl)methanone. LRMS (M+H)+: 297 m/z. As a reaction SMILES: [C:1]([C:6]1[CH:11]=[CH:10][C:9]([CH2:12][CH:13]([CH3:16])[CH:14]=O)=[CH:8][CH:7]=1)([CH2:4][CH3:5])([CH3:3])[CH3:2].[CH3:17][CH:18]1[O:23][CH:22]([CH3:24])[CH2:21][NH:20][CH2:19]1.C1(C)C=CC=CC=1.[H][H]>[Pd].O>[C:1]([C:6]1[CH:11]=[CH:10][C:9]([CH2:12][CH:13]([CH3:16])[CH2:14][N:20]2[CH2:19][CH:18]([CH3:17])[O:23][CH:22]([CH3:24])[CH2:21]2)=[CH:8][CH:7]=1)([CH2:4][CH3:5])([CH3:3])[CH3:2]. Reactants: C1(=CC=CC=C1)C (toluene), C(C)(C)(CC)C1=CC=C(C=C1)CC(C=O)C (3-(p-tert.-amyl-phenyl)-2-methyl-propionaldehyde), [H][H] (hydrogen), CC1CNCC(O1)C (2,6-dimethylmorpholine). Solvent: O (water), O (water). Procedure: 230 G. of 3-(p-tert.-amyl-phenyl)-2-methyl-propionaldehyde and 137 g. of 2,6-dimethylmorpholine are heated at reflux in 1000 ml. of toluene for 16 hours in a water-separator under nitrogen gasification until the water-cleavage has been completed. 17.5 G. of 5% palladium/carbon are added at room temperature under nitrogen gasification and the mixture is subsequently hydrogenated until the hydrogen uptake has been completed. Then, the catalyst is removed by filtration and the toluene is evaporated... The reagents and catalysts are [Pd] (palladium/carbon). Product: C(C)(C)(CC)C1=CC=C(C=C1)CC(CN1CC(OC(C1)C)C)C (4-[3-(p-tert.-amyl-phenyl)-2-methyl-propyl]-2,6-dimethylmorpholine). Starting materials: CC(C)=C (Isobutylene). Run in C(C)(C)CC(C)(C)C (isooctane). The product is CC(=C)CC(C)(C)C (diisobutylene), CC(=CC(C)(C)CC(C)(C)C)C (triisobutylene). RXN SMILES: [CH3:1][C:2](=[CH2:4])[CH3:3]>C(CC(C)(C)C)(C)C>[CH3:4][C:2]([CH2:3][C:2]([CH3:4])([CH3:3])[CH3:1])=[CH2:1].[CH3:4][C:2]([CH3:3])=[CH:1][C:2]([CH2:3][C:2]([CH3:4])([CH3:3])[CH3:1])([CH3:1])[CH3:4]. Procedure details: Isobutylene is dimerized according to U.S. Pat. No. 5,877,372 at a temperature of 190° F. to produce a stream of 49.2 wt. % diisobutylene (DIB) and 1.5 wt. % triisobutylene (TIB) in isooctane. The product diisobutylene stream contains 700 ppb of sulfur.